Dataset: the Open Reaction Database (ORD), a public repository of structured organic reaction records. Task: describe an organic reaction: reactants, conditions, products, and yield The reactants are Cl, COC(=O)C1CN(CC#Cc2cc(F)cc(F)c2F)CCC1CCC(=O)c1ccnc2ccc(OC)cc12, NO, c1ccncc1. Product: COC(=O)C1CN(CC#Cc2cc(F)cc(F)c2F)CCC1CCC(=NO)c1ccnc2ccc(OC)cc12. Reaction SMILES: [ClH:1].[F:4][c:5]1[c:6]([C:13]#[C:14][CH2:15][N:16]2[CH2:17][CH:18]([C:38](=[O:39])[O:40][CH3:41])[CH:19]([CH2:22][CH2:23][C:24]([c:25]3[cH:26][cH:27][n:28][c:29]4[cH:30][cH:31][c:32]([O:35][CH3:36])[cH:33][c:34]34)=[O:37])[CH2:20][CH2:21]2)[cH:7][c:8]([F:12])[cH:9][c:10]1[F:11].[NH2:2][OH:3].[cH:42]1[cH:43][cH:44][n:45][cH:46][cH:47]1>>[N:2]([OH:3])=[C:24]([CH2:23][CH2:22][CH:19]1[CH:18]([C:38](=[O:39])[O:40][CH3:41])[CH2:17][N:16]([CH2:15][C:14]#[C:13][c:6]2[c:5]([F:4])[c:10]([F:11])[cH:9][c:8]([F:12])[cH:7]2)[CH2:21][CH2:20]1)[c:25]1[cH:26][cH:27][n:28][c:29]2[cH:30][cH:31][c:32]([O:35][CH3:36])[cH:33][c:34]12. The reactants are N (ammonia), CC1(CC(CCC1)SC1=CC=C(C#N)C=C1)C (4-[(3,3-dimethylcyclohexyl)-thio]-benzonitrile). The reagents and catalysts are [Ni] (Raney Nickel). Solvent: C(C)O (ethanol), C(C)O (ethanol). Product: CC1(CC(CCC1)SC1=CC=C(CN)C=C1)C (4-[(3,3-Dimethylcyclohexyl)thio]-benzylamine). Isolated yield 67.3%. RXN SMILES: [CH3:1][C:2]1([CH3:17])[CH2:7][CH2:6][CH2:5][CH:4]([S:8][C:9]2[CH:16]=[CH:15][C:12]([C:13]#[N:14])=[CH:11][CH:10]=2)[CH2:3]1.N>[Ni].C(O)C>[CH3:1][C:2]1([CH3:17])[CH2:7][CH2:6][CH2:5][CH:4]([S:8][C:9]2[CH:10]=[CH:11][C:12]([CH2:13][NH2:14])=[CH:15][CH:16]=2)[CH2:3]1. Procedure details: To a slurry of Raney Nickel (0.2 g, 50% in water) in ethanol (35 mL) add a solution of 4-[(3,3-dimethylcyclohexyl)-thio]-benzonitrile (0.35 g, 1.43 mmol) in ethanol (5 mL) followed by aqueous ammonia (0.88 M, 2 mL) and hydrogenate the mixture in a Parr shaker at 60 psi for 3 h. Filter the mixture through Celite® washing the filter cake with ethanol. Remove the solvent in vacuo to obtain the title compound as a pale yellow oil (0.24 g, 67%). The reactants are C(C)(=O)O (acetic acid), ClC1=CC=C(C=C1)S(=O)(=O)NCCCCC(CCC(=O)OCC)CCOC=1C=NC=CC1 (ethyl 8-(p-chlorophenylsulfonamido)-4-[2-(3-pyridyloxy)ethyl]-octanoate), [Li+].[OH-] (LiOH). Run in O (water), C(C)#N (acetonitrile), O (water). Conditions: time 18 hour. Product: ClC1=CC=C(C=C1)S(=O)(=O)NCCCCC(CCC(=O)O)CCOC=1C=NC=CC1 (8-(p-chlorophenylsulfonamido)-4-[2-(3-pyridyloxy)ethyl)-octanoic acid). RXN SMILES: [Cl:1][C:2]1[CH:7]=[CH:6][C:5]([S:8]([NH:11][CH2:12][CH2:13][CH2:14][CH2:15][CH:16]([CH2:24][CH2:25][O:26][C:27]2[CH:28]=[N:29][CH:30]=[CH:31][CH:32]=2)[CH2:17][CH2:18][C:19]([O:21]CC)=[O:20])(=[O:10])=[O:9])=[CH:4][CH:3]=1.[Li+].[OH-].C(O)(=O)C>C(#N)C.O>[Cl:1][C:2]1[CH:3]=[CH:4][C:5]([S:8]([NH:11][CH2:12][CH2:13][CH2:14][CH2:15][CH:16]([CH2:24][CH2:25][O:26][C:27]2[CH:28]=[N:29][CH:30]=[CH:31][CH:32]=2)[CH2:17][CH2:18][C:19]([OH:21])=[O:20])(=[O:10])=[O:9])=[CH:6][CH:7]=1 |f:1.2|. Procedure details: To a solution of 1.3 g (2.7 mmol) of ethyl 8-(p-chlorophenylsulfonamido)-4-[2-(3-pyridyloxy)ethyl]-octanoate in 8.1 ml acetonitrile is added 2.7 ml (5.4 mmol) 2M LiOH solution in water. After 18 h at room temperature, the reaction mixture is diluted with 9.5 ml water and filtered to remove a small amount of insoluble solid. The filtrate is acidified with 0.36 g (5.94 mmol) acetic acid and stirred in an ice bath. After 2 h the solid is filtered, washed with water and dried. Recrystallization from... Reactants: C(C)OC(CC1=CC(=C(C=C1)Cl)O)=O ((4-chloro-3-hydroxy-phenyl)-acetic acid ethyl ester), BrC=1C=CC(=C(C=O)C1)F (5-bromo-2-fluorobenzaldehyde). Yields the product C(C)OC(CC1=CC(=C(C=C1)Cl)OC1=C(C=C(C=C1)Br)C=O)=O ([3-(4-Bromo-2-formyl-phenoxy)-4-chloro-phenyl]-acetic acid ethyl ester). RXN SMILES: [CH2:1]([O:3][C:4](=[O:14])[CH2:5][C:6]1[CH:11]=[CH:10][C:9]([Cl:12])=[C:8]([OH:13])[CH:7]=1)[CH3:2].[Br:15][C:16]1[CH:17]=[CH:18][C:19](F)=[C:20]([CH:23]=1)[CH:21]=[O:22]>>[CH2:1]([O:3][C:4](=[O:14])[CH2:5][C:6]1[CH:11]=[CH:10][C:9]([Cl:12])=[C:8]([O:13][C:19]2[CH:18]=[CH:17][C:16]([Br:15])=[CH:23][C:20]=2[CH:21]=[O:22])[CH:7]=1)[CH3:2]. Reported procedure: Prepared according to the procedure described in Example 24, Step 4, using the following starting materials: (4-chloro-3-hydroxy-phenyl)-acetic acid ethyl ester and 5-bromo-2-fluorobenzaldehyde. The reactants are N1C[C@H](CCC1)NC(=O)C1=C(N=C(S1)C1=CC=C(C=C1)Cl)C ((S)—N-(piperidin-3-yl)-2-(4-chlorophenyl)-4-methylthiazol-5-carboxamide), COC(=O)C=1C=C(C=CC1)OB(O)O (3-(methoxycarbonyl)phenylboric acid). Yields the product ClC1=CC=C(C=C1)C=1SC(=C(N1)C)C(=O)N[C@@H]1CN(CCC1)C=1C=C(C(=O)OC)C=CC1 (Methyl (S)-3-[3-[[2-(4-chlorophenyl)-4-methylthiazol-5-yl]carbonylamino]piperidin-1-yl]benzoate). Isolated yield 49.6%. RXN SMILES: [NH:1]1[CH2:6][CH2:5][CH2:4][C@H:3]([NH:7][C:8]([C:10]2[S:14][C:13]([C:15]3[CH:20]=[CH:19][C:18]([Cl:21])=[CH:17][CH:16]=3)=[N:12][C:11]=2[CH3:22])=[O:9])[CH2:2]1.[CH3:23][O:24][C:25]([C:27]1[CH:28]=[C:29](OB(O)O)[CH:30]=[CH:31][CH:32]=1)=[O:26]>>[Cl:21][C:18]1[CH:17]=[CH:16][C:15]([C:13]2[S:14][C:10]([C:8]([NH:7][C@H:3]3[CH2:4][CH2:5][CH2:6][N:1]([C:31]4[CH:32]=[C:27]([CH:28]=[CH:29][CH:30]=4)[C:25]([O:24][CH3:23])=[O:26])[CH2:2]3)=[O:9])=[C:11]([CH3:22])[N:12]=2)=[CH:20][CH:19]=1. Procedure details: Using (S)—N-(piperidin-3-yl)-2-(4-chlorophenyl)-4-methylthiazol-5-carboxamide (336 mg, 1.00 mmol) and 3-(methoxycarbonyl)phenylboric acid (360 mg, 2.00 mmol), the same procedure was followed as in Example 2 to give 233 mg (50%) of the desired compound as a colorless powder. Starting materials: COc1cc(Br)cnc1[N+](=O)[O-], CCCC[N+](CCCC)(CCCC)CCCC, [F-], CN(C)C=O, O. Product: COc1cc(Br)cnc1F. RXN SMILES: [Br:24][c:25]1[cH:26][c:27]([O:34][CH3:35])[c:28]([N+:31]([O-:32])=[O:33])[n:29][cH:30]1.[CH2:2]([N+:3]([CH2:4][CH2:5][CH2:6][CH3:7])([CH2:8][CH2:9][CH2:10][CH3:11])[CH2:12][CH2:13][CH2:14][CH3:15])[CH2:16][CH2:17][CH3:18].[F-:1].[O:19]=[CH:20][N:21]([CH3:22])[CH3:23].[OH2:36]>>[F:1][c:28]1[c:27]([O:34][CH3:35])[cH:26][c:25]([Br:24])[cH:30][n:29]1. As a reaction SMILES: [C:1]([CH3:2])([CH3:3])([CH3:4])[c:5]1[cH:6][cH:7][c:8]([C:9](=[O:10])[NH:11][c:12]2[c:13]([CH3:37])[c:14](-[c:18]3[n:19][c:20]([NH:26][c:27]4[cH:28][c:29]([N+:34](=[O:35])[O-:36])[c:30]([F:33])[cH:31][cH:32]4)[c:21](=[O:25])[n:22]([CH3:24])[cH:23]3)[cH:15][cH:16][cH:17]2)[cH:38][cH:39]1.[CH2:43]1[O:44][CH2:45][CH2:46][CH2:47]1.[CH3:40][NH2:41].[OH2:42]>>[C:1]([CH3:2])([CH3:3])([CH3:4])[c:5]1[cH:6][cH:7][c:8]([C:9](=[O:10])[NH:11][c:12]2[c:13]([CH3:37])[c:14](-[c:18]3[n:19][c:20]([NH:26][c:27]4[cH:28][c:29]([N+:34](=[O:35])[O-:36])[c:30]([NH:41][CH3:40])[cH:31][cH:32]4)[c:21](=[O:25])[n:22]([CH3:24])[cH:23]3)[cH:15][cH:16][cH:17]2)[cH:38][cH:39]1. The reactants are Cc1c(NC(=O)c2ccc(C(C)(C)C)cc2)cccc1-c1cn(C)c(=O)c(Nc2ccc(F)c([N+](=O)[O-])c2)n1, C1CCOC1, CN, O. Product: CNc1ccc(Nc2nc(-c3cccc(NC(=O)c4ccc(C(C)(C)C)cc4)c3C)cn(C)c2=O)cc1[N+](=O)[O-].